Task: describe an organic reaction: reactants, conditions, products, and yield. Dataset: the Open Reaction Database (ORD), a public repository of structured organic reaction records Starting materials: O[C@@H]1[C@@H]2[C@]3(C=CC(C=C3[C@H](C[C@H]2[C@@H]2CC[C@](C(C(O)OC([C@@H](NC([C@H]3N(CCC3)C([C@@H](NC([C@@H](NC(=O)OC(C)(C)C)C)=O)C)=O)=O)C(C)C)=O)=O)([C@]2(C1)C)OC(CC)=O)C)=O)C (N-(N-(N-(N-(1,1-Dimethylethoxycarbonyl)-L-alanyl)-L-alanyl)-L -prolyl)-L-valine [11β,21-dihydroxy-3,20-dioxo-6α-methyl-17-propionyloxy-pregna-1,4-dien-21-yl] ester), C(CCCC)(=O)O (valeric acid), ON1N=NC2=C1C=CC=C2 (N-hydroxy-benzotriazole), CN1CCOCC1 (N-methylmorpholine), C1(CCCCC1)N=C=NC1CCCCC1 (dicyclohexylcarbodiimide). The solvent is ClCCl (dichloromethane), ClCCl (dichloromethane). Conditions: time 4 hour. Product: O[C@@H]1[C@@H]2[C@]3(C=CC(C=C3[C@H](C[C@H]2[C@@H]2CC[C@](C(C(O)OC([C@@H](NC([C@H]3N(CCC3)C([C@@H](NC([C@@H](NC(CCCC)=O)C)=O)C)=O)=O)C(C)C)=O)=O)([C@]2(C1)C)OC(CC)=O)C)=O)C (N-(N-(N-(N -(valeroyl)-L-alanyl)-L-alanyl)-L-prolyl)-L-valine [11β,21-dihydroxy-3,20-dioxo-6α-methyl-17-propionyloxy-pregna-1,4-dien -21-yl] ester). Yield: 64.0%. RXN SMILES: [OH:1][C@H:2]1[CH2:54][C@@:53]2([CH3:55])[C@@H:13]([CH2:14][CH2:15][C@:16]2([O:56][C:57](=[O:60])[CH2:58][CH3:59])[C:17](=[O:52])[CH:18]([O:20][C:21](=[O:51])[C@H:22]([CH:48]([CH3:50])[CH3:49])[NH:23][C:24](=[O:47])[C@@H:25]2[CH2:29][CH2:28][CH2:27][N:26]2[C:30](=[O:46])[C@H:31]([CH3:45])[NH:32][C:33](=[O:44])[C@H:34]([CH3:43])[NH:35][C:36]([O:38]C(C)(C)C)=O)[OH:19])[C@H:12]2[C@H:3]1[C@:4]1([CH3:63])[C:9]([C@@H:10]([CH3:61])[CH2:11]2)=[CH:8][C:7](=[O:62])[CH:6]=[CH:5]1.[C:64](O)(=O)[CH2:65][CH2:66][CH2:67]C.ON1C2C=CC=CC=2N=N1.CN1CCOCC1.C1(N=C=NC2CCCCC2)CCCCC1>ClCCl>[OH:1][C@H:2]1[CH2:54][C@@:53]2([CH3:55])[C@@H:13]([CH2:14][CH2:15][C@:16]2([O:56][C:57](=[O:60])[CH2:58][CH3:59])[C:17](=[O:52])[CH:18]([O:20][C:21](=[O:51])[C@H:22]([CH:48]([CH3:49])[CH3:50])[NH:23][C:24](=[O:47])[C@@H:25]2[CH2:29][CH2:28][CH2:27][N:26]2[C:30](=[O:46])[C@H:31]([CH3:45])[NH:32][C:33](=[O:44])[C@H:34]([CH3:43])[NH:35][C:36](=[O:38])[CH2:64][CH2:65][CH2:66][CH3:67])[OH:19])[C@H:12]2[C@H:3]1[C@:4]1([CH3:63])[C:9]([C@@H:10]([CH3:61])[CH2:11]2)=[CH:8][C:7](=[O:62])[CH:6]=[CH:5]1. Reported procedure: 307 mg (0.35 mmol) of H-Ala-Ala-Pro-Val-O-MPP x TFA (Example 3), 36 μl (0.33 mmol) of valeric acid, 52 mg (0.35 mmol) of N-hydroxy-benzotriazole and 74 μl (0.66 mmol) of N-methylmorpholine are dissolved in 40 ml of dichloromethane, mixed with a solution of 84 mg (0.41 mmol) of dicyclohexylcarbodiimide in 10 ml of dichloromethane and stirred for 4 hours at room temperature. For working-up, the precipitated urea is filtered off, the filtrate is diluted with 40 ml of dichloromethane and washed with... The reactants are CON, CO, CC(=O)C1CC1c1c(F)cccc1Cl, Cl, O, c1ccncc1. Product: CON=C(C)C1CC1c1c(F)cccc1Cl. Reaction SMILES: [CH3:22][O:23][NH2:24].[CH3:25][OH:26].[Cl:1][c:2]1[c:3]([CH:9]2[CH:10]([C:12]([CH3:13])=[O:14])[CH2:11]2)[c:4]([F:8])[cH:5][cH:6][cH:7]1.[ClH:21].[OH2:27].[cH:15]1[cH:16][cH:17][n:18][cH:19][cH:20]1>>[Cl:1][c:2]1[c:3]([CH:9]2[CH:10]([C:12]([CH3:13])=[N:24][O:23][CH3:22])[CH2:11]2)[c:4]([F:8])[cH:5][cH:6][cH:7]1.